From a dataset of the Open Reaction Database (ORD), a public repository of structured organic reaction records. describe an organic reaction: reactants, conditions, products, and yield Starting materials: IC1=CC(N(N=C1)C1OCCCC1)=O (5-iodo-2-(tetrahydro-pyran-2-yl)-2H-pyridazin-3-one), ClC1=C(C=CC=C1)O (2-chloro-phenol), IC1=CC(N(N=C1)C1OCCCC1)=O (5-iodo-2-(tetrahydro-pyran-2-yl)-2H-pyridazin-3-one), IC1=CC(N(N=C1)C1OCCCC1)=O (5-iodo-2-(tetrahydro-pyran-2-yl)-2H-pyridazin-3-one). Product: ClC1=C(OC2=CC(NN=C2)=O)C=CC=C1 (5-(2-chloro-phenoxy)-2H-pyridazin-3-one). As a reaction SMILES: I[C:2]1[CH:7]=[N:6][N:5](C2CCCCO2)[C:4](=[O:14])[CH:3]=1.[Cl:15][C:16]1[CH:21]=[CH:20][CH:19]=[CH:18][C:17]=1[OH:22]>>[Cl:15][C:16]1[CH:21]=[CH:20][CH:19]=[CH:18][C:17]=1[O:22][C:2]1[CH:7]=[N:6][NH:5][C:4](=[O:14])[CH:3]=1. Procedure details: In an analogous manner to the stepwise sequence outlined in Intermediate 18, starting from 5-iodo-2-(tetrahydro-pyran-2-yl)-2H-pyridazin-3-one (Intermediate 18, step 2) and 2-chloro-phenol afforded 5-(2-chloro-phenoxy)-2H-pyridazin-3-one which was then reacted in an analogous manner to that outlined in the synthesis of Intermediate 19 (steps 4 and 5) alkylating with 2-bromo-3-(tetrahydro-pyran-4-yl)-propionic acid methyl ester (Intermediate 14) to afforded 2-[4-(2-chloro-phenoxy)-6-oxo-6H-pyrida... Reactants: CC1=C(C=C(C=C1)S(=O)(=O)[O-])C.[Na+] (Naxonate), C1(C=2C(C(N1)=O)=CC=CC2)=O (phthalimide), toluene sulfonic acid methyl 6,13-dihydro quinacridone. Yields the product C=1(C(=CC=CC1)S(=O)(=O)[O-])C.[Na+] (sodium toluene sulfonate). Reaction SMILES: C[C:2]1[CH:7]=[CH:6][C:5]([S:8]([O-:11])(=[O:10])=[O:9])=[CH:4][C:3]=1C.[Na+:13].[C:14]1(=O)NC(=O)C2=CC=CC=C12>>[C:4]1([CH3:14])[C:5]([S:8]([O-:11])(=[O:9])=[O:10])=[CH:6][CH:7]=[CH:2][CH:3]=1.[Na+:13] |f:0.1,3.4|. Procedure details: The procedure of Example 2 was repeated using 30.6 grams Naxonate ST, a commercially available sodium toluene sulfonate from Ruetgers-Naese (0.15 mol sodium toluene sulfonate with a content of 93%) instead of phthalimide to yield a product in which toluene sulfonic acid methyl 6,13-dihydro quinacridone having a molecular weight of 500 was detected by MALDI. Starting materials: CCS(=O)(=O)c1ccc(CBr)cc1, CC(=O)CC(=O)SC(C)(C)C. The product is CCS(=O)(=O)c1ccc(CC(C(C)=O)C(=O)SC(C)(C)C)cc1. Reaction SMILES: [Br:1][CH2:2][c:3]1[cH:4][cH:5][c:6]([S:9](=[O:10])(=[O:11])[CH2:12][CH3:13])[cH:7][cH:8]1.[C:14]([CH3:15])([CH3:16])([CH3:17])[S:18][C:19]([CH2:20][C:21]([CH3:22])=[O:23])=[O:24]>>[CH2:2]([c:3]1[cH:4][cH:5][c:6]([S:9](=[O:10])(=[O:11])[CH2:12][CH3:13])[cH:7][cH:8]1)[CH:20]([C:19]([S:18][C:14]([CH3:15])([CH3:16])[CH3:17])=[O:24])[C:21]([CH3:22])=[O:23]. Reactants: Fc1ccccc1Br, C1CCOC1, [Li]CCCC, CCOCC, O=C(c1ccc(Cl)cc1)C1CO1. Yields the product OC(c1ccc(Cl)cc1)(c1ccccc1F)C1CO1. RXN SMILES: [Br:1][c:2]1[c:3]([F:8])[cH:4][cH:5][cH:6][cH:7]1.[CH2:26]1[O:27][CH2:28][CH2:29][CH2:30]1.[CH2:9]([Li:10])[CH2:11][CH2:12][CH3:13].[CH3:31][CH2:32][O:33][CH2:34][CH3:35].[Cl:14][c:15]1[cH:16][cH:17][c:18]([C:21]([CH:22]2[CH2:23][O:24]2)=[O:25])[cH:19][cH:20]1>>[c:2]1([C:21]([c:18]2[cH:17][cH:16][c:15]([Cl:14])[cH:20][cH:19]2)([CH:22]2[CH2:23][O:24]2)[OH:25])[c:3]([F:8])[cH:4][cH:5][cH:6][cH:7]1. The reactants are COC(=O)C=1C(=C2C=C(C(N(C2=C(N1)Br)CC1=CC=CC=C1)=O)C1=CC=CC=C1)O (1-benzyl-8-bromo-5-hydroxy-2-oxo-3-phenyl-1,2-dihydro-[1,7]naphthyridine-6-carboxylic acid methyl ester), CN1N=CC(=C1)[Sn](CCCC)(CCCC)CCCC (1-methyl-4-tributylstannanyl-1H-pyrazole), CCOC(=O)C (EtOAc), Cl (HCl). The reagents and catalysts are Cl[Pd]([P](C1=CC=CC=C1)(C2=CC=CC=C2)C3=CC=CC=C3)([P](C4=CC=CC=C4)(C5=CC=CC=C5)C6=CC=CC=C6)Cl (PdCl2(PPh3)2). Solvent: CN(C)C=O (DMF), [Cl-].[Na+].O (brine). Conditions: temperature 120 celsius. Product: COC(=O)C=1C(=C2C=C(C(N(C2=C(N1)C=1C=NN(C1)C)CC1=CC=CC=C1)=O)C1=CC=CC=C1)O (1-Benzyl-5-hydroxy-8-(1-methyl-1H-pyrazol-4-yl)-2-oxo-3-phenyl-1,2-dihydro-[1,7]naphthyridine-6-carboxylic acid methyl ester). Isolated yield 50.7%. As a reaction SMILES: [CH3:1][O:2][C:3]([C:5]1[C:6]([OH:30])=[C:7]2[C:12](=[C:13](Br)[N:14]=1)[N:11]([CH2:16][C:17]1[CH:22]=[CH:21][CH:20]=[CH:19][CH:18]=1)[C:10](=[O:23])[C:9]([C:24]1[CH:29]=[CH:28][CH:27]=[CH:26][CH:25]=1)=[CH:8]2)=[O:4].[CH3:31][N:32]1[CH:36]=[C:35]([Sn](CCCC)(CCCC)CCCC)[CH:34]=[N:33]1.CCOC(C)=O.Cl>CN(C=O)C.[Cl-].[Na+].O.Cl[Pd](Cl)([P](C1C=CC=CC=1)(C1C=CC=CC=1)C1C=CC=CC=1)[P](C1C=CC=CC=1)(C1C=CC=CC=1)C1C=CC=CC=1>[CH3:1][O:2][C:3]([C:5]1[C:6]([OH:30])=[C:7]2[C:12](=[C:13]([C:35]3[CH:34]=[N:33][N:32]([CH3:31])[CH:36]=3)[N:14]=1)[N:11]([CH2:16][C:17]1[CH:22]=[CH:21][CH:20]=[CH:19][CH:18]=1)[C:10](=[O:23])[C:9]([C:24]1[CH:29]=[CH:28][CH:27]=[CH:26][CH:25]=1)=[CH:8]2)=[O:4] |f:5.6.7,^1:67,86|. Reported procedure: A mixture of 1-benzyl-8-bromo-5-hydroxy-2-oxo-3-phenyl-1,2-dihydro-[1,7]naphthyridine-6-carboxylic acid methyl ester (100 mg, 0.22 mmol), 1-methyl-4-tributylstannanyl-1H-pyrazole (0.105 mL, 0.32 mmol) and PdCl2(PPh3)2 (30 mg, 0.043 mmol) in 5 mL of DMF was heated at 120° C. for 2 h under nitrogen atmosphere. After the mixture was cooled to r.t., EtOAc and brine were added. 1 M HCl was added with stirring until pH was about 3-4. The aqueous layer was extracted with additional EtOAc, and the combi... Starting materials: CCC1(CC)OC(=O)Nc2ccccc21, CC(=O)O, O=[N+]([O-])O, O=S(=O)(O)O. Product: CCC1(CC)OC(=O)Nc2ccc([N+](=O)[O-])cc21. Reaction SMILES: [CH2:1]([CH3:2])[C:3]1([CH2:14][CH3:15])[c:4]2[c:5]([cH:10][cH:11][cH:12][cH:13]2)[NH:6][C:7](=[O:9])[O:8]1.[CH3:25][C:26](=[O:27])[OH:28].[OH:21][N+:22]([O-:23])=[O:24].[S:16](=[O:17])(=[O:18])([OH:19])[OH:20]>>[CH2:1]([CH3:2])[C:3]1([CH2:14][CH3:15])[c:4]2[c:5]([cH:10][cH:11][c:12]([N+:22](=[O:21])[O-:23])[cH:13]2)[NH:6][C:7](=[O:9])[O:8]1. Reactants: [Li]C, C1CCOC1, CCOC1CC2(C)C(CCC3C4CCC(=NNS(=O)(=O)c5ccc(C)cc5)C4(C)CC(N(C)C)C32)CC1O. Product: CCOC1CC2(C)C(CCC3C4CC=CC4(C)CC(N(C)C)C32)CC1O. RXN SMILES: [CH3:1][Li:2].[O:41]1[CH2:42][CH2:43][CH2:44][CH2:45]1.[c:3]1([CH3:4])[cH:5][cH:6][c:7]([S:8]([NH:9][N:10]=[C:14]2[C:15]3([CH3:16])[CH:17]([CH2:18][CH2:19]2)[CH:20]2[CH2:21][CH2:22][CH:23]4[CH2:24][CH:25]([OH:39])[CH:26]([O:36][CH2:37][CH3:38])[CH2:27][C:28]4([CH3:29])[CH:30]2[CH:31]([N:33]([CH3:34])[CH3:35])[CH2:32]3)(=[O:11])=[O:12])[cH:13][cH:40]1>>[CH:14]1=[CH:19][CH2:18][CH:17]2[C:15]1([CH3:16])[CH2:32][CH:31]([N:33]([CH3:34])[CH3:35])[CH:30]1[CH:20]2[CH2:21][CH2:22][CH:23]2[CH2:24][CH:25]([OH:39])[CH:26]([O:36][CH2:37][CH3:38])[CH2:27][C:28]21[CH3:29]. Reactants: COC(=O)CBr, C=CCC(C#N)c1ccccc1, C1CCOC1. Product: C=CCC(C#N)(CC(=O)OC)c1ccccc1. RXN SMILES: [Br:13][CH2:14][C:15](=[O:16])[O:17][CH3:18].[C:1](#[N:2])[CH:3]([CH2:4][CH:5]=[CH2:6])[c:7]1[cH:8][cH:9][cH:10][cH:11][cH:12]1.[CH2:19]1[O:20][CH2:21][CH2:22][CH2:23]1>>[C:1](#[N:2])[C:3]([CH2:4][CH:5]=[CH2:6])([c:7]1[cH:8][cH:9][cH:10][cH:11][cH:12]1)[CH2:14][C:15](=[O:16])[O:17][CH3:18].